This data is from the Open Reaction Database (ORD), a public repository of structured organic reaction records. The task is: describe an organic reaction: reactants, conditions, products, and yield Starting materials: N1C(CCC1=O)C(=O)O (dl-pyroglutamic acid), CO (methanol). Solvent: C(Cl)(Cl)Cl (chloroform), C[Si](C)(C)C=[N+]=[N-] (trimethylsilyldiazomethane). Conditions: time 20 minute. Product: N1[C@@H](CCC1=O)C(=O)OC (methyl pyroglutamate). As a reaction SMILES: [NH:1]1[C:5](=[O:6])[CH2:4][CH2:3][CH:2]1[C:7]([OH:9])=[O:8].[CH3:10]O>C(Cl)(Cl)Cl.C[Si](C=[N+]=[N-])(C)C>[NH:1]1[C:5](=[O:6])[CH2:4][CH2:3][C@H:2]1[C:7]([O:9][CH3:10])=[O:8]. Procedure details: 1 g of dl-pyroglutamic acid was dissolved in a mixed solvent of 25 ml of methanol and 15 ml of chloroform, and 7.7 ml of trimethylsilyldiazomethane (2 M hexane solution) was added to it at room temperature, and then stirred for 20 minutes as it was. The solvent was evaporated away under reduced pressure, the residue was dissolved in chloroform, and washed with saturated saline water. After dried, the solvent was removed to obtain 1.03 g of the entitled compound as a pale yellow oil. Reported procedure: To a solution of (R)-6-oxopiperidine-1,2-dicarboxylic acid 1-tert-butyl ester 2-methyl ester (13.0 g) in THF (140 mL), 3,4,5-trifluorophenylmagnesium bromide (prepared from 1-bromo-3,4,5-trifluorobenzene (11.7 g) and magnesium (1.48 g) by the method described in Org. Synth., 2001, 79, 176) was added in a nitrogen atmosphere at −78° C. over 30 minutes. The reaction solution was stirred at −78° C. to −10° C. for two hours, and then quenched with a saturated ammonium chloride solution at −10° C. Wa... Product: FC=1C=C(C=C(C1F)F)[C@@H]1CCC[C@@H](N1)C(=O)OC (methyl (2R,6S)-6-(3,4,5-trifluorophenyl)piperidine-2-carboxylate). The reactants are COC(=O)[C@@H]1N(C(CCC1)=O)C(=O)OC(C)(C)C ((R)-6-oxopiperidine-1,2-dicarboxylic acid 1-tert-butyl ester 2-methyl ester), BrC1=CC(=C(C(=C1)F)F)F (1-bromo-3,4,5-trifluorobenzene), [Mg] (magnesium). Yield: 39.6%. Conditions: time 2 hour. Run in C1CCOC1 (THF), FC=1C=C(C=C(C1F)F)[Mg]Br (3,4,5-trifluorophenylmagnesium bromide). As a reaction SMILES: [CH3:1][O:2][C:3]([C@H:5]1[CH2:10][CH2:9][CH2:8][C:7](=O)[N:6]1C(OC(C)(C)C)=O)=[O:4].Br[C:20]1[CH:25]=[C:24]([F:26])[C:23]([F:27])=[C:22]([F:28])[CH:21]=1.[Mg]>C1COCC1.FC1C=C([Mg]Br)C=C(F)C=1F>[F:26][C:24]1[CH:25]=[C:20]([C@H:7]2[NH:6][C@@H:5]([C:3]([O:2][CH3:1])=[O:4])[CH2:10][CH2:9][CH2:8]2)[CH:21]=[C:22]([F:28])[C:23]=1[F:27]. Reactants: CN1C=CC=C1 (1-methylpyrrole), [Cl-].[Al+3].[Cl-].[Cl-] (aluminum chloride), ClCCCl (1,2-dichloroethane), O (water), C(C)C(C(=O)Cl)C(=O)Cl (ethyl malonyl chloride). Run in ClC(C)Cl (dichloroethane). Reaction conditions: time 8 hour. The product is C(C)OC(CC(C=1N(C=CC1)C)=O)=O (1-methyl-β-oxo-2-pyrrolpropionic acid ethyl ester). RXN SMILES: [CH3:1][N:2]1[CH:6]=[CH:5][CH:4]=[CH:3]1.[Cl-].[Al+3].[Cl-].[Cl-].C([CH:13]([C:17](Cl)=[O:18])[C:14](Cl)=[O:15])C.[OH2:20].Cl[CH2:22][CH2:23]Cl>ClC(Cl)C>[CH2:22]([O:20][C:17](=[O:18])[CH2:13][C:14](=[O:15])[C:3]1[N:2]([CH3:1])[CH:6]=[CH:5][CH:4]=1)[CH3:23] |f:1.2.3.4|. Reported procedure: The starting material is prepared as follows: To the solution of 17 g of 1-methylpyrrole in 400 ml of 1,2-dichloroethane is added 28 g of anhydrous aluminum chloride in portions, while stirring and cooling to 10°-15°, followed by 27 g of ethyl malonyl chloride in 50 ml of dichloroethane at such a rate to keep the temperature between 10° and 15°. After stirring for 3.5 hours the temperature is allowed to rise slowly to 32° and the mixture is allowed to stand overnight at room temperature. It is t... Starting materials: Cl (hydrochloric acid), ClCC(CC(=O)OCC)=O (ethyl 4-chloroacetoacetate), [H-].[Na+] (sodiumhydride), CC=1N(C(=CC1)C)CCO (2-(2,5-dimethylpyrrole-1-yl)ethanol). The solvent is O (water), O1CCCC1 (tetrahydrofuran), O1CCCC1 (tetrahydrofuran). Run at time 1 hour. Product: CC=1N(C(=CC1)C)CCOCC(CC(=O)OCC)=O (ethyl 4-[2-(2,5-dimethylpyrrole-1-yl)ethoxy]acetoacetate). The yield is 90.0%. Reaction SMILES: [H-].[Na+].[CH3:3][C:4]1[N:5]([CH2:10][CH2:11][OH:12])[C:6]([CH3:9])=[CH:7][CH:8]=1.Cl[CH2:14][C:15](=[O:22])[CH2:16][C:17]([O:19][CH2:20][CH3:21])=[O:18].Cl>O1CCCC1.O>[CH3:3][C:4]1[N:5]([CH2:10][CH2:11][O:12][CH2:14][C:15](=[O:22])[CH2:16][C:17]([O:19][CH2:20][CH3:21])=[O:18])[C:6]([CH3:9])=[CH:7][CH:8]=1 |f:0.1|. Reported procedure: 32 g of sodiumhydride (60% oil dispersion) was added to 500 ml of tetrahydrofuran, and 56 g (0.4 mol) of 2-(2,5-dimethylpyrrole-1-yl)ethanol obtained in Preparation Example 1 was added thereto, followed by stirring at room temperature for 1 hour. The reaction mixture was cooled to 0° C., and a solution obtained by dissolving 65.84 g (0.4 mol) of ethyl 4-chloroacetoacetate in 200 ml of tetrahydrofuran was added thereto dropwise over 2 hours. The mixture was stirred at room temperature for 16 hour... Starting materials: C1CCOC1, N#Cc1ccc(F)cc1F, [Na], CN(C)C=O, c1nc[nH]n1. Yields the product N#Cc1ccc(F)cc1-n1cncn1. RXN SMILES: [CH2:17]1[O:18][CH2:19][CH2:20][CH2:21]1.[F:1][c:2]1[c:3]([C:4]#[N:5])[cH:6][cH:7][c:8]([F:10])[cH:9]1.[Na:11].[O:22]=[CH:23][N:24]([CH3:25])[CH3:26].[nH:12]1[n:13][cH:14][n:15][cH:16]1>>[c:2]1(-[n:12]2[n:13][cH:14][n:15][cH:16]2)[c:3]([C:4]#[N:5])[cH:6][cH:7][c:8]([F:10])[cH:9]1. Reactants: CC(=O)[O-], CC[N+](=O)[O-], CC(=O)O, [Na+], O, COc1ccc(C=O)c(O)c1. Yields the product COc1ccc(C#N)c(O)c1. RXN SMILES: [CH3:13][C:14](=[O:15])[O-:16].[CH3:17][CH2:18][N+:19](=[O:20])[O-:21].[CH3:23][C:24](=[O:25])[OH:26].[Na+:12].[OH2:22].[OH:1][c:2]1[c:3]([CH:4]=[O:5])[cH:6][cH:7][c:8]([O:10][CH3:11])[cH:9]1>>[OH:1][c:2]1[c:3]([C:4]#[N:19])[cH:6][cH:7][c:8]([O:10][CH3:11])[cH:9]1.